Dataset: the Open Reaction Database (ORD), a public repository of structured organic reaction records. Task: describe an organic reaction: reactants, conditions, products, and yield The reactants are CC(C)(C)C(=O)Cl, O=C1NC(Cc2ccccc2)CO1, C1CCOC1, [Li]CCCC, CCOC(C)=O, [Li], CC(=O)CCCCC(=O)O. RXN SMILES: [C:11]([Cl:12])(=[O:13])[C:14]([CH3:15])([CH3:16])[CH3:17].[CH2:18]([c:19]1[cH:20][cH:21][cH:22][cH:23][cH:24]1)[CH:25]1[NH:26][C:27](=[O:30])[O:28][CH2:29]1.[CH2:43]1[O:44][CH2:45][CH2:46][CH2:47]1.[CH3:31][CH2:32][CH2:33][CH2:34][Li:35].[CH3:37][CH2:38][O:39][C:40](=[O:41])[CH3:42].[Li:36].[O:1]=[C:2]([CH2:3][CH2:4][CH2:5][CH2:6][C:7](=[O:8])[OH:9])[CH3:10]>>[O:1]=[C:2]([CH2:3][CH2:4][CH2:5][CH2:6][C:7](=[O:9])[N:26]1[CH:25]([CH2:18][c:19]2[cH:20][cH:21][cH:22][cH:23][cH:24]2)[CH2:29][O:28][C:27]1=[O:30])[CH3:10]. The product is CC(=O)CCCCC(=O)N1C(=O)OCC1Cc1ccccc1. Reactants: C1CCOC1, COc1ccc([N+](=O)[O-])cn1, CC(C)(C)[O-], Cc1ccc(S(=O)(=O)CCl)cc1, [K+], CN(C)C=O. The product is COc1ccc([N+](=O)[O-])c(CS(=O)(=O)c2ccc(C)cc2)n1. RXN SMILES: [CH2:35]1[O:36][CH2:37][CH2:38][CH2:39]1.[CH3:1][O:2][c:3]1[cH:4][cH:5][c:6]([N+:9](=[O:10])[O-:11])[cH:7][n:8]1.[CH3:24][C:25]([CH3:26])([O-:27])[CH3:28].[Cl:12][CH2:13][S:14](=[O:15])(=[O:16])[c:17]1[cH:18][cH:19][c:20]([CH3:23])[cH:21][cH:22]1.[K+:29].[O:30]=[CH:31][N:32]([CH3:33])[CH3:34]>>[CH3:1][O:2][c:3]1[cH:4][cH:5][c:6]([N+:9](=[O:10])[O-:11])[c:7]([CH2:13][S:14](=[O:15])(=[O:16])[c:17]2[cH:18][cH:19][c:20]([CH3:23])[cH:21][cH:22]2)[n:8]1. Starting materials: CCS, [Li]CCCC, CCCCCC, Cl, COc1cccc(-c2ccc3cc(OC)ccc3c2Oc2ccc(OCCN3CCCCC3)cc2)c1, CN(C)C=O. The product is COc1cccc(-c2ccc3cc(O)ccc3c2Oc2ccc(OCCN3CCCCC3)cc2)c1. As a reaction SMILES: [CH2:1]([SH:2])[CH3:3].[CH3:4][CH2:5][CH2:6][CH2:7][Li:8].[CH3:51][CH2:52][CH2:53][CH2:54][CH2:55][CH3:56].[ClH:9].[N:10]1([CH2:16][CH2:17][O:18][c:19]2[cH:20][cH:21][c:22]([O:23][c:24]3[c:25](-[c:36]4[cH:37][c:38]([O:42][CH3:43])[cH:39][cH:40][cH:41]4)[cH:26][cH:27][c:28]4[cH:29][c:30]([O:34][CH3:35])[cH:31][cH:32][c:33]34)[cH:44][cH:45]2)[CH2:11][CH2:12][CH2:13][CH2:14][CH2:15]1.[O:46]=[CH:47][N:48]([CH3:49])[CH3:50]>>[N:10]1([CH2:16][CH2:17][O:18][c:19]2[cH:20][cH:21][c:22]([O:23][c:24]3[c:25](-[c:36]4[cH:37][c:38]([O:42][CH3:43])[cH:39][cH:40][cH:41]4)[cH:26][cH:27][c:28]4[cH:29][c:30]([OH:34])[cH:31][cH:32][c:33]34)[cH:44][cH:45]2)[CH2:11][CH2:12][CH2:13][CH2:14][CH2:15]1. Reactants: Cl (HCl), FC=1C=C2C(=NC(=NC2=CC1C1=CC(=CC=C1)S(=O)(=O)C)C=1C=NC(=NC1)NC(OC(C)(C)C)=O)N1CCOCC1 (tert-butyl (5-(6-fluoro-7-(3-(methylsulfonyl)phenyl)-4-morpholinoquinazolin-2-yl)pyrimidin-2-yl)carbamate). Solvent: O1CCOCC1 (1,4-dioxane), O1CCOCC1 (1,4-dioxane). Run at temperature 0 celsius, time 12 hour. The product is FC=1C=C2C(=NC(=NC2=CC1C1=CC(=CC=C1)S(=O)(=O)C)C=1C=NC(=NC1)N)N1CCOCC1 (5-(6-Fluoro-7-(3-(methylsulfonyl)phenyl)-4-morpholinoquinazolin-2-yl)pyrimidin-2-amine). Yield: 20.8%. RXN SMILES: [F:1][C:2]1[CH:3]=[C:4]2[C:9](=[CH:10][C:11]=1[C:12]1[CH:17]=[CH:16][CH:15]=[C:14]([S:18]([CH3:21])(=[O:20])=[O:19])[CH:13]=1)[N:8]=[C:7]([C:22]1[CH:23]=[N:24][C:25]([NH:28]C(=O)OC(C)(C)C)=[N:26][CH:27]=1)[N:6]=[C:5]2[N:36]1[CH2:41][CH2:40][O:39][CH2:38][CH2:37]1.Cl>O1CCOCC1>[F:1][C:2]1[CH:3]=[C:4]2[C:9](=[CH:10][C:11]=1[C:12]1[CH:17]=[CH:16][CH:15]=[C:14]([S:18]([CH3:21])(=[O:20])=[O:19])[CH:13]=1)[N:8]=[C:7]([C:22]1[CH:23]=[N:24][C:25]([NH2:28])=[N:26][CH:27]=1)[N:6]=[C:5]2[N:36]1[CH2:41][CH2:40][O:39][CH2:38][CH2:37]1. Reported procedure: To a 25 mL flask, tert-butyl (5-(6-fluoro-7-(3-(methylsulfonyl)phenyl)-4-morpholinoquinazolin-2-yl)pyrimidin-2-yl)carbamate (0.06 g, 0.0001 mol) and 1,4-dioxane (4 mL) were added. The reaction mixture was cooled to 0° C. To the flask, 4 N HCl in 1,4-dioxane (6 mL) was added. The reaction mixture was stirred at room temperature for 12 hours. The volatiles were evaporated under reduced pressure to provide the crude product. The crude product was purified by preparative HPLC (10 mM ammonium acetate...